Dataset: the Open Reaction Database (ORD), a public repository of structured organic reaction records. Task: describe an organic reaction: reactants, conditions, products, and yield Product: O=C1C2CCC(N2)C(=O)N1Cc1ccccc1, Cl. Reactants: O=C1C2CCC(C(=O)N1Cc1ccccc1)N2Cc1ccccc1, CO, Cl, N#N. RXN SMILES: [CH2:2]([c:3]1[cH:4][cH:5][cH:6][cH:7][cH:8]1)[N:9]1[C:10](=[O:25])[CH:11]2[CH2:12][CH2:13][CH:14]([C:15]1=[O:16])[N:17]2[CH2:18][c:19]1[cH:20][cH:21][cH:22][cH:23][cH:24]1.[CH3:28][OH:29].[ClH:1].[N:26]#[N:27]>>[CH2:2]([c:3]1[cH:4][cH:5][cH:6][cH:7][cH:8]1)[N:9]1[C:10](=[O:25])[CH:11]2[CH2:12][CH2:13][CH:14]([C:15]1=[O:16])[NH:17]2.[ClH:1]. Starting materials: C(C)(C)(C)OC(NC=1C=2N(N=C(C1)Cl)C=CN2)=O ((6-chloro-imidazo[1,2-b]pyridazin-8-yl)-carbamic acid tert-butyl ester). Solvent: ClCCl (dichloromethane), FC(C(=O)O)(F)F (trifluoroacetic acid). Yields the product ClC=1C=C(C=2N(N1)C=CN2)N (6-chloro-imidazo[1,2-b]pyridazin-8-ylamine). Yield: 110.4%. RXN SMILES: C(OC(=O)[NH:7][C:8]1[C:9]2[N:10]([CH:15]=[CH:16][N:17]=2)[N:11]=[C:12]([Cl:14])[CH:13]=1)(C)(C)C>ClCCl.FC(F)(F)C(O)=O>[Cl:14][C:12]1[CH:13]=[C:8]([NH2:7])[C:9]2[N:10]([CH:15]=[CH:16][N:17]=2)[N:11]=1. Procedure: A solution of (6-chloro-imidazo[1,2-b]pyridazin-8-yl)-carbamic acid tert-butyl ester (1.59 g, 5.91 mmol) in 30 mL of dichloromethane and 15 mL of trifluoroacetic acid was stirred for 5 h then concentrated to a yellow oil, which was treated (slowly) with 50 mL of a saturated aq. NaHCO3 solution. Undissolved solid was isolated by Buchner filtration, rinsing well with water and dried by sucking air through then in vacuo to afford 1.10 g (102% crude) of 6-chloro-imidazo[1,2-b]pyridazin-8-ylamine as ... The reactants are NC(=N)N (guanidine), S(O)(O)(=O)=O (sulfuric acid), CC(C(=O)OCC)C(COC)=O (Ethyl 2-methyl-3-oxo4-methoxybutyrate), C[O-].[Na+] (sodium methoxide). The solvent is C(C)O (ethanol), CN(C=O)C (dimethylformamide). Conditions: temperature 20 celsius. Product: NC1=NC(=C(C(=N1)O)C)COC (2-amino-4-hydroxy-6-methoxymethyl-5-methylpyrimidine). The yield is 26.6%. RXN SMILES: [CH3:1][CH:2]([C:8](=O)[CH2:9][O:10][CH3:11])[C:3](OCC)=[O:4].C[O-].[Na+].[NH2:16][C:17]([NH2:19])=[NH:18].S(=O)(=O)(O)O>CN(C)C=O.C(O)C>[NH2:19][C:17]1[N:18]=[C:3]([OH:4])[C:2]([CH3:1])=[C:8]([CH2:9][O:10][CH3:11])[N:16]=1 |f:1.2|. Procedure details: Ethyl 2-methyl-3-oxo4-methoxybutyrate(10.5 g, 60 mmol) was added slowly to a suspension of sodium methoxide (6.5 g, 120 mmol) in dimethylformamide(10 ml) while maintaining the reaction temperature under 20° C. A solution of guanidine(5.7 g, 60 mmol) in ethanol was added to a reaction mixture, which was then refluxed for 5 hours, cooled to a room temperature, and neutralized with conc. sulfuric acid. The resulting solid was filtered and dried to give 2.7 g of the titled compound.